This data is from the Open Reaction Database (ORD), a public repository of structured organic reaction records. The task is: describe an organic reaction: reactants, conditions, products, and yield Reactants: CN(C)c1ccc(-c2ccc3c(O)c(C(=O)NCC(=O)OC(C)(C)C)c(=O)n(C)c3c2)cc1, ClCCl, O, O=C(O)C(F)(F)F. Product: CN(C)c1ccc(-c2ccc3c(O)c(C(=O)NCC(=O)O)c(=O)n(C)c3c2)cc1. Reaction SMILES: [CH3:8][N:9]([c:10]1[cH:11][cH:12][c:13](-[c:16]2[cH:17][cH:18][c:19]3[c:20]([OH:39])[c:21]([C:28](=[O:29])[NH:30][CH2:31][C:32](=[O:33])[O:34][C:35]([CH3:36])([CH3:37])[CH3:38])[c:22](=[O:27])[n:23]([CH3:26])[c:24]3[cH:25]2)[cH:14][cH:15]1)[CH3:40].[Cl:42][CH2:43][Cl:44].[OH2:41].[OH:1][C:2]([C:3]([F:4])([F:5])[F:6])=[O:7]>>[CH3:8][N:9]([c:10]1[cH:11][cH:12][c:13](-[c:16]2[cH:17][cH:18][c:19]3[c:20]([OH:39])[c:21]([C:28](=[O:29])[NH:30][CH2:31][C:32](=[O:33])[OH:34])[c:22](=[O:27])[n:23]([CH3:26])[c:24]3[cH:25]2)[cH:14][cH:15]1)[CH3:40]. Starting materials: BrC=1C=CC=C2CC(C(C12)=O)C (7-Bromo-2-methyl-1-indanone), O (water), C1(=CC=CC2=CC=CC=C12)B(O)O (1-naphthylboronic acid), C([O-])([O-])=O.[Na+].[Na+] (sodium carbonate). The reagents and catalysts are C(C)(=O)[O-].[Pd+2].C(C)(=O)[O-] (palladium acetate), C1(=CC=CC=C1)P(C1=CC=CC=C1)C1=CC=CC=C1 (triphenylphosphine). Solvent: C(OC)COC (dimethoxyethane). Conditions: temperature 80 celsius, time 2 hour. The product is CC1C(C2=C(C=CC=C2C1)C1=CC=CC2=CC=CC=C12)=O (2-Methyl-7-(1-naphthyl)1-indanone). The yield is 93.0%. As a reaction SMILES: Br[C:2]1[CH:3]=[CH:4][CH:5]=[C:6]2[C:10]=1[C:9](=[O:11])[CH:8]([CH3:12])[CH2:7]2.[C:13]1(B(O)O)[C:22]2[C:17](=[CH:18][CH:19]=[CH:20][CH:21]=2)[CH:16]=[CH:15][CH:14]=1.C(=O)([O-])[O-].[Na+].[Na+].O>C(COC)OC.C([O-])(=O)C.[Pd+2].C([O-])(=O)C.C1(P(C2C=CC=CC=2)C2C=CC=CC=2)C=CC=CC=1>[CH3:12][CH:8]1[CH2:7][C:6]2[C:10](=[C:2]([C:21]3[C:22]4[C:17](=[CH:16][CH:15]=[CH:14][CH:13]=4)[CH:18]=[CH:19][CH:20]=3)[CH:3]=[CH:4][CH:5]=2)[C:9]1=[O:11] |f:2.3.4,7.8.9|. Procedure details: Using a method similar to Example 15a), 56.3 g (0.25 mol) of 7-bromo-2-methyl-1-indanone (2), 47.3 g (0.275 mol) of 1-naphthylboronic acid and 58 g (0.55 mol) of sodium carbonate were placed in 950 ml of dimethoxyethane and 300 ml of water in the reaction vessel, the mixture was degassed a number of times and saturated with argon. 560 mg (2.5 mmol) of palladium acetate and 1.31 g (5 mmol) of triphenylphosphine (TPP) were added and the reaction mixture was stirred for 2 hours at 80° C. After addi... Reactants: ONC1=C(C=CC=C1)N1N=NN=C1C (1-(2-hydroxylaminophenyl)-5-methyl-1H-tetrazole), N(=O)[O-].[Na+] (sodium nitrite), sulfonamide, cupric chloride, S(=O)=O (sulfur dioxide), S(=O)(=O)(Cl)Cl (sulfonylchloride), resultant solution, ice. Solvent: Cl (hydrochloric acid), C(C)(=O)O (acetic acid), O (water), C(C)(=O)O (acetic acid), O (water). Run at time 2 hour. Product: ClS(=O)(=O)C1=C(C=CC=C1)N1N=NN=C1C (1-(2-Chlorosulfonylphenyl)-5-methyl-1H-tetrazole). As a reaction SMILES: ON[C:3]1[CH:8]=[CH:7][CH:6]=[CH:5][C:4]=1[N:9]1[C:13]([CH3:14])=[N:12][N:11]=[N:10]1.N([O-])=O.[Na+].S(=O)=O.[S:22](Cl)([Cl:25])(=[O:24])=[O:23]>Cl.C(O)(=O)C.O>[Cl:25][S:22]([C:3]1[CH:8]=[CH:7][CH:6]=[CH:5][C:4]=1[N:9]1[C:13]([CH3:14])=[N:12][N:11]=[N:10]1)(=[O:24])=[O:23] |f:1.2|. Procedure details: To 5 g of 1-(2-hydroxylaminophenyl)-5-methyl-1H-tetrazole in 12 mL of 37% hydrochloric acid and 5 mL of acetic acid at 0°-5° C. was added 2.3 g of sodium nitrite in 10 mL of water. The resultant solution was stirred at -5° to +5° C. for one hour and then added portionwise, with stirring, to a mixture of 25 mL of acetic acid, 0.5 g of cupric chloride and 5 mL of liquified sulfur dioxide at below 5° C. After stirring for two hours, during which time the mixture was allowed to warm to room temperat... The reactants are CC(C)(C)OC(=O)N1CCNCC1, ClCCl, O=C=Nc1ccccc1. The product is CC(C)(C)OC(=O)N1CCN(C(=O)Nc2ccccc2)CC1. As a reaction SMILES: [C:1]([CH3:2])([CH3:3])([CH3:4])[O:5][C:6](=[O:7])[N:8]1[CH2:9][CH2:10][NH:11][CH2:12][CH2:13]1.[Cl:23][CH2:24][Cl:25].[O:14]=[C:15]=[N:16][c:17]1[cH:18][cH:19][cH:20][cH:21][cH:22]1>>[C:1]([CH3:2])([CH3:3])([CH3:4])[O:5][C:6](=[O:7])[N:8]1[CH2:9][CH2:10][N:11]([C:15](=[O:14])[NH:16][c:17]2[cH:18][cH:19][cH:20][cH:21][cH:22]2)[CH2:12][CH2:13]1. The reactants are Cl (HCl), C[O-].[Na+] (sodium methoxide), FC(CNC(=O)NC=1C=C(C=CC1)C1=CN=C2N1N=CC(=C2)C=2C=NN(C2)C2CCN(CC2)C(=O)OC(C)(C)C)(F)F (tert-Butyl 4-(4-{3-[3-({[(2,2,2-trifluoroethyl)amino]carbonyl}amino)phenyl]-imidazo[1,2-b]pyridazin-7-yl}-1H-pyrazol-1-yl)piperidine-1-carboxylate), ice water. Solvent: O1CCOCC1 (dioxane), CO (methanol), CO (methanol). Reaction conditions: time 2 hour. Product: N1CCC(CC1)N1N=CC(=C1)C1=CC=2N(N=C1)C(=CN2)C=2C=C(C=CC2)NC(=O)NCC(F)(F)F (N-{3-[7-(1-piperidin-4-yl-1H-pyrazol-4-yl)imidazo[1,2-b]pyridazin-3-yl]phenyl}-N′-(2,2,2-trifluoroethyl)urea). Reaction SMILES: [F:1][C:2]([F:42])([F:41])[CH2:3][NH:4][C:5]([NH:7][C:8]1[CH:9]=[C:10]([C:14]2[N:18]3[N:19]=[CH:20][C:21]([C:23]4[CH:24]=[N:25][N:26]([CH:28]5[CH2:33][CH2:32][N:31](C(OC(C)(C)C)=O)[CH2:30][CH2:29]5)[CH:27]=4)=[CH:22][C:17]3=[N:16][CH:15]=2)[CH:11]=[CH:12][CH:13]=1)=[O:6].Cl.C[O-].[Na+]>CO.O1CCOCC1>[NH:31]1[CH2:32][CH2:33][CH:28]([N:26]2[CH:27]=[C:23]([C:21]3[CH:20]=[N:19][N:18]4[C:14]([C:10]5[CH:9]=[C:8]([NH:7][C:5]([NH:4][CH2:3][C:2]([F:41])([F:1])[F:42])=[O:6])[CH:13]=[CH:12][CH:11]=5)=[CH:15][N:16]=[C:17]4[CH:22]=3)[CH:24]=[N:25]2)[CH2:29][CH2:30]1 |f:2.3|. Procedure details: tert-Butyl 4-(4-{3-[3-({[(2,2,2-trifluoroethyl)amino]carbonyl}amino)phenyl]-imidazo[1,2-b]pyridazin-7-yl}-1H-pyrazol-1-yl)piperidine-1-carboxylate (0.965 g, 1.65 mmol) was dissolved in methanol (1.0 mL). To the solution was added 4 N HCl in dioxane (1.5 mL). The mixture was stirred at r.t. for 2 h. The mixture was cooled with ice-water, and was carefully neutralized with sodium methoxide in methanol solution (25% w/w, about 4.375 M, 1.38 mL) to pH about 8. The volatiles were removed under reduce... The reactants are C(C)(C)C1=C(C(=CC=C1)C(C)C)NC(=N)NC1=C(C=CC=C1C(C)C)C(C)C (N,N'-bis-(2,6-diisopropylphenyl) guanidine), BrC(C1=CC=C(C=C1)C)Br (α,α-dibromo-p-xylene), C([O-])([O-])=O.[K+].[K+] (potassium carbonate). The solvent is C1(=CC=CC=C1)C (toluene). Yields the product C(C)(C)C1=C(C(=CC=C1)C(C)C)NC(=NCC1=CC=C(C=C1)CBr)NC1=C(C=CC=C1C(C)C)C(C)C (N,N'-bis-(2,6-diisopropylphenyl)-N"-(4-bromomethylphenyl) methylguanidine). Isolated yield 39.1%. As a reaction SMILES: [CH:1]([C:4]1[CH:9]=[CH:8][CH:7]=[C:6]([CH:10]([CH3:12])[CH3:11])[C:5]=1[NH:13][C:14]([NH:16][C:17]1[C:22]([CH:23]([CH3:25])[CH3:24])=[CH:21][CH:20]=[CH:19][C:18]=1[CH:26]([CH3:28])[CH3:27])=[NH:15])([CH3:3])[CH3:2].[Br:29][CH:30](Br)[C:31]1[CH:36]=[CH:35][C:34]([CH3:37])=[CH:33][CH:32]=1.C(=O)([O-])[O-].[K+].[K+]>C1(C)C=CC=CC=1>[CH:23]([C:22]1[CH:21]=[CH:20][CH:19]=[C:18]([CH:26]([CH3:28])[CH3:27])[C:17]=1[NH:16][C:14]([NH:13][C:5]1[C:4]([CH:1]([CH3:3])[CH3:2])=[CH:9][CH:8]=[CH:7][C:6]=1[CH:10]([CH3:12])[CH3:11])=[N:15][CH2:37][C:34]1[CH:35]=[CH:36][C:31]([CH2:30][Br:29])=[CH:32][CH:33]=1)([CH3:25])[CH3:24] |f:2.3.4|. Reported procedure: 11.4 g (0.03 mole) of N,N'-bis-(2,6-diisopropylphenyl) guanidine, 8.7 g (0.03 mole) of α,α-dibromo-p-xylene and 2.1 g (0.015 mole) of anhydrous potassium carbonate were added to 50 ml of toluene. The thus-formed mixture was then refluxed under heating for 10 hours. After the mixture had been allowed to cool, the insoluble substance was removed by filtration. The thus-obtained filtrate was washed with water and the concentrated for the purpose of recovering the solvent to obtain a slightly brown ... Reactants: O=C([O-])[O-], CNC1CCCCC1NC, [Cl-], Clc1ccc(I)nc1, [Cu]I, Cc1[nH]ncc1C(=O)NC(C)c1cccc(C(F)(F)F)c1, [K+], [K+], [NH4+], CN(C)C=O. Product: Cc1c(C(=O)NC(C)c2cccc(C(F)(F)F)c2)cnn1-c1ccc(Cl)cn1. RXN SMILES: [C:30](=[O:31])([O-:32])[O-:33].[CH3:36][NH:37][CH:38]1[CH2:39][CH2:40][CH2:41][CH2:42][CH:43]1[NH:44][CH3:45].[Cl-:46].[Cl:22][c:23]1[cH:24][cH:25][c:26]([I:29])[n:27][cH:28]1.[Cu:48][I:49].[F:1][C:2]([c:3]1[cH:4][c:5]([CH:9]([CH3:10])[NH:11][C:12](=[O:13])[c:14]2[cH:15][n:16][nH:17][c:18]2[CH3:19])[cH:6][cH:7][cH:8]1)([F:20])[F:21].[K+:34].[K+:35].[NH4+:47].[O:50]=[CH:51][N:52]([CH3:53])[CH3:54]>>[F:1][C:2]([c:3]1[cH:4][c:5]([CH:9]([CH3:10])[NH:11][C:12](=[O:13])[c:14]2[cH:15][n:16][n:17](-[c:26]3[cH:25][cH:24][c:23]([Cl:22])[cH:28][n:27]3)[c:18]2[CH3:19])[cH:6][cH:7][cH:8]1)([F:20])[F:21]. The reactants are ClC#CCCCCCCCCCC (1-chloro-1-dodecyne), [H-].C[Al](C)C.[Na+] (sodium trimethylaluminum hydride), C[O-].[Na+] (sodium methoxide), Cl (HCl). The solvent is CCCCC (pentane). Conditions: temperature 50 celsius. Product: C\C=C/CCCCCCCCCC (cis-2-tridecene). As a reaction SMILES: Cl[C:2]#[C:3][CH2:4][CH2:5][CH2:6][CH2:7][CH2:8][CH2:9][CH2:10][CH2:11][CH2:12][CH3:13].[H-].[CH3:15][Al](C)C.[Na+].C[O-].[Na+].Cl>CCCCC>[CH3:13]/[CH:12]=[CH:11]\[CH2:10][CH2:9][CH2:8][CH2:7][CH2:6][CH2:5][CH2:4][CH2:3][CH2:2][CH3:15] |f:1.2.3,4.5|. Reported procedure: By a procedure similar to that described in Example 9, 1.00 g (5.00 mmol) of 1-chloro-1-dodecyne was hydroaluminated with sodium trimethylaluminum hydride and then treated with sodium methoxide. After heating the reaction mixture overnight at 50° C., it was slowly poured into a mixture of 3N HCl and pentane. The aqueous layer was extracted with pentane and the combined organic phase was washed sequentially with 3N HCl, saturated NaHCO3, and saturated NaCl. Analysis by GC (using n-nonane as an in... Conditions: time 8 hour. Procedure details: To a solution of 3,5-bis(trifluoromethyl)phenyl-[(3R,7R,8aS)-7-hydroxy-3-(1H-indol-3-ylmethyl)hexahydropyrrolo[1,2-a]pyrazin-2-yl]-methanone (0.54 g) in ethyl acetate (20 mL) was added diisopropylethylamine (2 mL) and methanesulfonyl chloride (0.2 mL). The resulting mixture was stirred overnight at room temperature and concentrated in vacuo. To the residue was added morpholine (4 mL) and the mixture was heated at 95° C. for 4 hours. The excess morpholine was removed in vacuo and the residue puri... Solvent: C(C)(=O)OCC (ethyl acetate). As a reaction SMILES: [F:1][C:2]([F:36])([F:35])[C:3]1[CH:4]=[C:5]([C:13]([N:15]2[C@H:20]([CH2:21][C:22]3[C:30]4[C:25](=[CH:26][CH:27]=[CH:28][CH:29]=4)[NH:24][CH:23]=3)[CH2:19][N:18]3[CH2:31][C@H:32](O)[CH2:33][C@H:17]3[CH2:16]2)=[O:14])[CH:6]=[C:7]([C:9]([F:12])([F:11])[F:10])[CH:8]=1.[CH:37]([N:40](C(C)C)[CH2:41][CH3:42])(C)[CH3:38].CS(Cl)(=O)=[O:48]>C(OCC)(=O)C>[F:12][C:9]([F:11])([F:10])[C:7]1[CH:6]=[C:5]([C:13]([N:15]2[C@H:20]([CH2:21][C:22]3[C:30]4[C:25](=[CH:26][CH:27]=[CH:28][CH:29]=4)[NH:24][CH:23]=3)[CH2:19][N:18]3[CH2:31][C@@H:32]([N:40]4[CH2:41][CH2:42][O:48][CH2:38][CH2:37]4)[CH2:33][C@H:17]3[CH2:16]2)=[O:14])[CH:4]=[C:3]([C:2]([F:35])([F:1])[F:36])[CH:8]=1. Product: FC(C=1C=C(C=C(C1)C(F)(F)F)C(=O)N1C[C@H]2N(C[C@H]1CC1=CNC3=CC=CC=C13)C[C@H](C2)N2CCOCC2)(F)F (3,5-bis(trifluoromethyl)phenyl-[(3R,7S,8aS)-3-(1H-indol-3-ylmethyl)-7-(morpholin-4-yl)-hexahydro-pyrrolo[1,2-a]pyrazin-2-yl]-methanone). The reactants are FC(C=1C=C(C=C(C1)C(F)(F)F)C(=O)N1C[C@H]2N(C[C@H]1CC1=CNC3=CC=CC=C13)C[C@@H](C2)O)(F)F (3,5-bis(trifluoromethyl)phenyl-[(3R,7R,8aS)-7-hydroxy-3-(1H-indol-3-ylmethyl)hexahydropyrrolo[1,2-a]pyrazin-2-yl]-methanone), C(C)(C)N(CC)C(C)C (diisopropylethylamine), CS(=O)(=O)Cl (methanesulfonyl chloride). The reactants are aryl alkyl ketones, 3-phenoxyphenyl ethyl ketone methyl enol ether, COC=1C=C2C=CC=CC2=CC1 (6-methoxynaphthalene), C1(=CC=CC=C1)Br (phenyl bromide), C(CC)(=O)Cl (propionyl chloride), C([O-])([O-])=O.[K+].[K+] (potassium carbonate), methyl enol ether, C(C)C(=O)C1=CC(=CC=C1)O (3-hydroxyphenyl ethyl ketone), C(OC)(OC)OC (trimethyl orthoformate), C(C)C(=O)C1=CC2=CC=C(C=C2C=C1)OC (6-methoxy-2-naphthyl ethyl ketone), acyl halide, COC=1C=C2C=CC(=CC2=CC1)C(C(=O)C1=CC=CC=C1)C (6-methoxy-2-naphthyl propiophenone), [Cl-].[Al+3].[Cl-].[Cl-] (aluminum chloride). Solvent: C(Cl)Cl (methylene chloride). Yields the product C(C)C(=O)C1=CC(=CC=C1)OC1=CC=CC=C1 (3-phenoxyphenyl ethyl ketone). As a reaction SMILES: [CH3:1][O:2][C:3]1[CH:4]=[C:5]2[C:10](=[CH:11][CH:12]=1)C=[C:8](C(C)C(C1C=CC=CC=1)=O)[CH:7]=[CH:6]2.CO[C:25]1[CH:26]=[C:27]2C(=[CH:33][CH:34]=1)C=CC=C2.C(Cl)(=[O:38])CC.[Cl-].[Al+3].[Cl-].[Cl-].C(C(C1C=CC2C(=CC=C(OC)C=2)C=1)=O)C.C(OC)(OC)OC.C(C(C1C=CC=C(O)C=1)=O)C.C1(Br)C=CC=CC=1.C(=O)([O-])[O-].[K+].[K+]>C(Cl)Cl>[CH2:7]([C:6]([C:5]1[CH:10]=[CH:11][CH:12]=[C:3]([O:2][C:1]2[CH:27]=[CH:26][CH:25]=[CH:34][CH:33]=2)[CH:4]=1)=[O:38])[CH3:8] |f:3.4.5.6,11.12.13|. Procedure details: For the preparation of the preferred aryl alkyl ketones, a Friedel-Crafts reaction can be used, e.g., to effect reaction according to the following general format ##STR7## wherein R" is the residue of the desired aryl (Ar) group and R1 is the residue of the carboxylic acyl halide. For example, the 6-methoxy-2-naphthyl propiophenone can be prepared by reacting 6-methoxynaphthalene with propionyl chloride in the presence of aluminum chloride in methylene chloride. The resulting 6-methoxy-2-naphthy...